From a dataset of the Open Reaction Database (ORD), a public repository of structured organic reaction records. describe an organic reaction: reactants, conditions, products, and yield Yields the product ClC=1C=CC=C2C(=C(N=NC12)C1=CC=CC=C1)C=1C=C(C=CC1)NCC1=CC2=CC=CC=C2C=C1 ([3-(8-Chloro-3-phenylcinnolin-4-yl)phenyl](2-naphthylmethyl)amine). Reaction SMILES: [Cl:1][C:2]1[CH:3]=[CH:4][CH:5]=[C:6]2[C:11]=1[N:10]=[N:9][C:8]([C:12]1[CH:17]=[CH:16][CH:15]=[CH:14][CH:13]=1)=[C:7]2[C:18]1[CH:19]=[C:20]([NH2:24])[CH:21]=[CH:22][CH:23]=1.[CH:25]1[C:34]2[C:29](=[CH:30][CH:31]=[CH:32][CH:33]=2)[CH:28]=[CH:27][C:26]=1[CH:35]=O>>[Cl:1][C:2]1[CH:3]=[CH:4][CH:5]=[C:6]2[C:11]=1[N:10]=[N:9][C:8]([C:12]1[CH:13]=[CH:14][CH:15]=[CH:16][CH:17]=1)=[C:7]2[C:18]1[CH:19]=[C:20]([NH:24][CH2:35][C:26]2[CH:27]=[CH:28][C:29]3[C:34](=[CH:33][CH:32]=[CH:31][CH:30]=3)[CH:25]=2)[CH:21]=[CH:22][CH:23]=1. Procedure: The title compound was prepared from 3-(8-chloro-3-phenyl-cinnolin-4-yl)-phenylamine and naphthalene-2-carbaldehyde according to the procedure of Step 5 Example 6. MS (ES) m/z 471.9. Reactants: ClC=1C=CC=C2C(=C(N=NC12)C1=CC=CC=C1)C=1C=C(C=CC1)N (3-(8-chloro-3-phenyl-cinnolin-4-yl)-phenylamine), C1=C(C=CC2=CC=CC=C12)C=O (naphthalene-2-carbaldehyde). Reactants: ClC1=NC=NC(=N1)Cl (2,4-dichloro-1,3,5-triazine), CCN(C(C)C)C(C)C (DIPEA), C1(CCCC1)S(=O)(=O)CC=1C=C(N)C=CC1 (3-[(cyclopentylsulfonyl)methyl]aniline). Run in C1CCOC1.CC(C)O (THF i-PrOH), THF 2-PrOH. Yields the product ClC1=NC(=NC=N1)NC1=CC(=CC=C1)CS(=O)(=O)C1CCCC1 (4-Chloro-N-{3-[(cyclopentylsulfonyl)methyl]phenyl}-1,3,5-triazin-2-amine). Yield: 205.7%. RXN SMILES: Cl[C:2]1[N:7]=[C:6]([Cl:8])[N:5]=[CH:4][N:3]=1.CCN(C(C)C)C(C)C.[CH:18]1([S:23]([CH2:26][C:27]2[CH:28]=[C:29]([CH:31]=[CH:32][CH:33]=2)[NH2:30])(=[O:25])=[O:24])[CH2:22][CH2:21][CH2:20][CH2:19]1>C1COCC1.CC(O)C>[Cl:8][C:6]1[N:5]=[CH:4][N:3]=[C:2]([NH:30][C:29]2[CH:31]=[CH:32][CH:33]=[C:27]([CH2:26][S:23]([CH:18]3[CH2:19][CH2:20][CH2:21][CH2:22]3)(=[O:25])=[O:24])[CH:28]=2)[N:7]=1 |f:3.4|. Procedure: To a stirred solution of 2,4-dichloro-1,3,5-triazine (150 mg, ABCR GmbH & CO. KG) in THF/i-PrOH (1:1; 1.9 mL) DIPEA (0.35 mL) was added at −40° C. Then a suspension of 3-[(cyclopentylsulfonyl)methyl]aniline (240 mg) in THF/2-PrOH (1:1, 0.94 mL) was added at this temperature. Under stirring the temperature of the reaction mixture was slowly raised over 2 hours to 0° C. The reaction mixture was then concentrated in vacuo to give the crude title compound (726 mg) which was used without further puri... Reactants: C(#N)C=1C=C(C=2CCCCC2C1)C(=O)N(C)CC(CCO)C1=C(C=C(C=C1)F)C (3-Cyano-N-[2-(4-fluoro-2-methylphenyl)-4-hydroxybutyl]-N-methyl-5,6,7,8-tetrahydronaphthalene-1-carboxamide), CC(=O)OI1(C=2C=CC=CC2C(=O)O1)(OC(=O)C)OC(=O)C (Dess-Martin periodinane), S(=S)(=O)([O-])[O-].[Na+].[Na+] (Sodium thiosulfate). Run in C(Cl)Cl (CH2Cl2), C(=O)(O)[O-].[Na+] (NaHCO3). Reaction conditions: time 4 hour. The product is C(#N)C=1C=C(C=2CCCCC2C1)C(=O)N(C)CC(CC=O)C1=C(C=C(C=C1)F)C (3-cyano-N-[2-(4-fluoro-2-methylphenyl)-4-oxobutyl]-N-methyl-5,6,7,8-tetrahydronaphthalene-1-carboxamide). Yield: 88.8%. RXN SMILES: [C:1]([C:3]1[CH:4]=[C:5]([C:13]([N:15]([CH2:17][CH:18]([C:22]2[CH:27]=[CH:26][C:25]([F:28])=[CH:24][C:23]=2[CH3:29])[CH2:19][CH2:20][OH:21])[CH3:16])=[O:14])[C:6]2[CH2:7][CH2:8][CH2:9][CH2:10][C:11]=2[CH:12]=1)#[N:2].CC(OI1(OC(C)=O)(OC(C)=O)OC(=O)C2C=CC=CC1=2)=O.S([O-])([O-])(=O)=S.[Na+].[Na+]>C(Cl)Cl.C([O-])(O)=O.[Na+]>[C:1]([C:3]1[CH:4]=[C:5]([C:13]([N:15]([CH2:17][CH:18]([C:22]2[CH:27]=[CH:26][C:25]([F:28])=[CH:24][C:23]=2[CH3:29])[CH2:19][CH:20]=[O:21])[CH3:16])=[O:14])[C:6]2[CH2:7][CH2:8][CH2:9][CH2:10][C:11]=2[CH:12]=1)#[N:2] |f:2.3.4,6.7|. Procedure details: 3-Cyano-N-[2-(4-fluoro-2-methylphenyl)-4-hydroxybutyl]-N-methyl-5,6,7,8-tetrahydronaphthalene-1-carboxamide (350 mg, 0.89 mmol) was dissolved in CH2Cl2 (15 mL) together with Dess-Martin periodinane (410 mg, 098 mmol) and the mixture was stirred at room temperature for 4 h. Sodium thiosulfate (0.84 g, 5.2 mmol), dissolved in a saturated solution of NaHCO3 aq, was added and the mixture was then stirred vigorously for 1 h. The organic layer was washed with NaHCO3 aq and then brine. The solution was... Procedure details: In a manner similar to the method described in Example 5, chiral (2′S,3′R,4′S,5′R)-6-chloro-4′-(3-chloro-2-fluoro-phenyl)-2′-(2,2-dimethyl-propyl)-2-oxo-1,2-dihydro-spiro[indole-3,3′-pyrrolidine]-5′-carboxylic acid trifluoroacetic acid prepared in Example 136 (0.4 g, 0.69 mmol), was reacted with diisopropylethylamine (0.45 g, 3.5 mmol), diphenylphosphinic chloride (0.49 g, 2.1 mmol), then reacted with (4-amino-3-methoxy-phenyl)-acetic acid tert-butyl ester prepared in Example 158 (0.25 g, 1 mmol... The product is C(C)(C)(C)OC(CC1=CC(=C(C=C1)NC(=O)[C@H]1[C@@H]([C@@]2([C@@H](N1)CC(C)(C)C)C(NC1=CC(=CC=C12)Cl)=O)C1=C(C(=CC=C1)Cl)F)OC)=O ((4-{[(2′S,3′R,4′S,5′R)-6-chloro-4′-(3-chloro-2-fluoro-phenyl)-2′-(2,2-dimethyl-propyl)-2-oxo-1,2-dihydro-spiro[indole-3,3′-pyrrolidine]-5′-carbonyl]amino}-3-methoxy-phenyl)-acetic acid tert-butyl ester), solid. Isolated yield 38.0%. Reactants: C(C)(C)(C)OC(CC1=CC(=C(C=C1)N)OC)=O ((4-amino-3-methoxy-phenyl)-acetic acid tert-butyl ester), FC(C(=O)O)(F)F.ClC1=CC=C2C(=C1)NC([C@@]21[C@@H](N[C@H]([C@@H]1C1=C(C(=CC=C1)Cl)F)C(=O)O)CC(C)(C)C)=O ((2′S,3′R,4′S,5′R)-6-chloro-4′-(3-chloro-2-fluoro-phenyl)-2′-(2,2-dimethyl-propyl)-2-oxo-1,2-dihydro-spiro[indole-3,3′-pyrrolidine]-5′-carboxylic acid trifluoroacetic acid), C(C)(C)N(CC)C(C)C (diisopropylethylamine), C1(=CC=CC=C1)P(=O)(C1=CC=CC=C1)Cl (diphenylphosphinic chloride). As a reaction SMILES: FC(F)(F)C(O)=O.[Cl:8][C:9]1[CH:14]=[C:13]2[NH:15][C:16](=[O:38])[C@:17]3([C@@H:21]([C:22]4[CH:27]=[CH:26][CH:25]=[C:24]([Cl:28])[C:23]=4[F:29])[C@H:20]([C:30](O)=[O:31])[NH:19][C@H:18]3[CH2:33][C:34]([CH3:37])([CH3:36])[CH3:35])[C:12]2=[CH:11][CH:10]=1.C(N(C(C)C)CC)(C)C.C1(P(Cl)(C2C=CC=CC=2)=O)C=CC=CC=1.[C:63]([O:67][C:68](=[O:79])[CH2:69][C:70]1[CH:75]=[CH:74][C:73]([NH2:76])=[C:72]([O:77][CH3:78])[CH:71]=1)([CH3:66])([CH3:65])[CH3:64]>>[C:63]([O:67][C:68](=[O:79])[CH2:69][C:70]1[CH:75]=[CH:74][C:73]([NH:76][C:30]([C@@H:20]2[NH:19][C@@H:18]([CH2:33][C:34]([CH3:36])([CH3:37])[CH3:35])[C@:17]3([C:12]4[C:13](=[CH:14][C:9]([Cl:8])=[CH:10][CH:11]=4)[NH:15][C:16]3=[O:38])[C@H:21]2[C:22]2[CH:27]=[CH:26][CH:25]=[C:24]([Cl:28])[C:23]=2[F:29])=[O:31])=[C:72]([O:77][CH3:78])[CH:71]=1)([CH3:65])([CH3:66])[CH3:64] |f:0.1|. The reactants are Cc1cc(COc2ccc(NC(=O)OC(C)(C)C)cc2)c2ccccc2n1, CCOCC, CCOC(C)=O, Cl, C1COCCO1. The product is Cl, Cc1cc(COc2ccc(N)cc2)c2ccccc2n1. RXN SMILES: [C:1]([O:2][C:3](=[O:4])[NH:7][c:8]1[cH:9][cH:10][c:11]([O:14][CH2:15][c:16]2[cH:17][c:18]([CH3:26])[n:19][c:20]3[cH:21][cH:22][cH:23][cH:24][c:25]23)[cH:12][cH:13]1)([CH3:5])([CH3:6])[CH3:27].[CH2:29]([O:30][CH2:31][CH3:32])[CH3:33].[CH3:34][CH2:35][O:36][C:37](=[O:38])[CH3:39].[ClH:28].[O:40]1[CH2:41][CH2:42][O:43][CH2:44][CH2:45]1>>[ClH:28].[NH2:7][c:8]1[cH:9][cH:10][c:11]([O:14][CH2:15][c:16]2[cH:17][c:18]([CH3:26])[n:19][c:20]3[cH:21][cH:22][cH:23][cH:24][c:25]23)[cH:12][cH:13]1.